Dataset: the Open Reaction Database (ORD), a public repository of structured organic reaction records. Task: describe an organic reaction: reactants, conditions, products, and yield Starting materials: CCCCN, CC(=O)CC(C)=O, CCOC(C)=O, COC(OC)OC, O=Cc1ccc(O)cc1Cl, Cl. Product: CC(=O)CC(=O)C=Cc1ccc(O)cc1Cl. As a reaction SMILES: [CH2:25]([NH2:26])[CH2:27][CH2:28][CH3:29].[CH3:1][C:2]([CH2:3][C:4]([CH3:5])=[O:6])=[O:7].[CH3:31][CH2:32][O:33][C:34](=[O:35])[CH3:36].[CH:18]([O:19][CH3:20])([O:21][CH3:22])[O:23][CH3:24].[Cl:8][c:9]1[c:10]([CH:11]=[O:12])[cH:13][cH:14][c:15]([OH:17])[cH:16]1.[ClH:30]>>[CH:1]([C:2]([CH2:3][C:4]([CH3:5])=[O:6])=[O:7])=[CH:11][c:10]1[c:9]([Cl:8])[cH:16][c:15]([OH:17])[cH:14][cH:13]1. The reactants are COc1ccc2c(c1)C(=O)Cc1c(cccc1C(=O)O)S2, CCO, NN, C1COCCO1, O. Product: COc1ccc2c(c1)CCc1c(cccc1C(=O)O)S2. RXN SMILES: [C:4](=[O:5])([OH:6])[c:7]1[cH:8][cH:9][cH:10][c:11]2[c:12]1[CH2:13][C:14](=[O:24])[c:15]1[c:16]([cH:18][cH:19][c:20]([O:22][CH3:23])[cH:21]1)[S:17]2.[CH3:1][CH2:2][OH:3].[NH2:26][NH2:27].[O:28]1[CH2:29][CH2:30][O:31][CH2:32][CH2:33]1.[OH2:25]>>[C:4](=[O:5])([OH:6])[c:7]1[cH:8][cH:9][cH:10][c:11]2[c:12]1[CH2:13][CH2:14][c:15]1[c:16]([cH:18][cH:19][c:20]([O:22][CH3:23])[cH:21]1)[S:17]2. The reactants are [BH4-].[Na+] (sodium borohydride), C(C=C)N (allylamine), S(=O)(=O)([O-])[O-].[Na+].[Na+] (sodium sulfate), ClC=1C=C(C=CC=O)C=C(C1)Cl (3,5-dichlorocinnamaldehyde), Cl (hydrochloric acid). Solvent: C(Cl)Cl (methylene chloride). Reaction conditions: time 24 hour. Yields the product C(C=C)NCC=CC1=CC(=CC(=C1)Cl)Cl (N-Allyl-N-[3-(3,5-dichlorophenyl)allyl]amine). RXN SMILES: [CH2:1]([NH2:4])[CH:2]=[CH2:3].S([O-])([O-])(=O)=O.[Na+].[Na+].[Cl:12][C:13]1[CH:14]=[C:15]([CH:20]=[C:21]([Cl:23])[CH:22]=1)[CH:16]=[CH:17][CH:18]=O.[BH4-].[Na+].Cl>C(Cl)Cl>[CH2:1]([NH:4][CH2:18][CH:17]=[CH:16][C:15]1[CH:20]=[C:21]([Cl:23])[CH:22]=[C:13]([Cl:12])[CH:14]=1)[CH:2]=[CH2:3] |f:1.2.3,5.6|. Procedure: 4.5 ml (60 mmol, 3.4 g) of allylamine and 17.0 g of sodium sulfate were added to 12.0 g (59.7 mmol) of 3,5-dichlorocinnamaldehyde in 180 ml of methylene chloride, and the mixture was stirred at room temperature for 24 h. The sodium sulfate was then filtered and washed with methylene chloride, and the filtrate was evaporated to dryness. The resulting yellow oil was dissolved in 200 ml of absolute methanol and, under nitrogen, 2.5 g (66.0 mmol) of sodium borohydride were added in portions. The tem... RXN SMILES: [CH3:36][OH:37].[NH3:35].[n:1]1[c:2]([CH2:7][n:8]2[n:9][cH:10][c:11]3[cH:12][c:13]([NH:17][c:18]4[n:19][cH:20][n:21][c:22]5[cH:23][cH:24][cH:25][c:26]([O:28][CH:29]([C:30]([O:32][CH3:31])=[O:33])[CH3:34])[c:27]45)[cH:14][cH:15][c:16]23)[cH:3][cH:4][cH:5][cH:6]1>>[n:1]1[c:2]([CH2:7][n:8]2[n:9][cH:10][c:11]3[cH:12][c:13]([NH:17][c:18]4[n:19][cH:20][n:21][c:22]5[cH:23][cH:24][cH:25][c:26]([O:28][CH:29]([C:30](=[O:32])[NH2:35])[CH3:34])[c:27]45)[cH:14][cH:15][c:16]23)[cH:3][cH:4][cH:5][cH:6]1. Yields the product CC(Oc1cccc2ncnc(Nc3ccc4c(cnn4Cc4ccccn4)c3)c12)C(N)=O. Starting materials: CO, N, COC(=O)C(C)Oc1cccc2ncnc(Nc3ccc4c(cnn4Cc4ccccn4)c3)c12. Reactants: COCOCc1ccccc1C(C[N+](=O)[O-])c1ccccc1, CO. Yields the product COCOCc1ccccc1C(CN)c1ccccc1. RXN SMILES: [CH3:1][O:2][CH2:3][O:4][CH2:5][c:6]1[c:7]([CH:12]([CH2:13][N+:14]([O-:15])=[O:16])[c:17]2[cH:18][cH:19][cH:20][cH:21][cH:22]2)[cH:8][cH:9][cH:10][cH:11]1.[CH3:23][OH:24]>>[CH3:1][O:2][CH2:3][O:4][CH2:5][c:6]1[c:7]([CH:12]([CH2:13][NH2:14])[c:17]2[cH:18][cH:19][cH:20][cH:21][cH:22]2)[cH:8][cH:9][cH:10][cH:11]1.